This data is from the Open Reaction Database (ORD), a public repository of structured organic reaction records. The task is: describe an organic reaction: reactants, conditions, products, and yield The reactants are C(C1=CC=CC=C1)NC1=NC2=C(N1C)C=CC(=C2)N(C)C2=NC(=NC=C2)Cl (N2-benzyl-N5-(2-chloropyrimidin-4-yl)-N5,1-dimethyl-1H-benzimidazole-2,5-diamine), NC=1C=C(C=CC1)S(=O)(=O)N (3-amino-benzenesulfonamide). The product is Cl.C(C1=CC=CC=C1)NC1=NC2=C(N1C)C=CC(=C2)N(C2=NC(=NC=C2)NC=2C=C(C=CC2)S(=O)(=O)N)C (3-{4-[(2-Benzylamino-1-methyl-1H-benzoimidazol-5-yl)-methyl-amino]-pyrimidin-2-ylamino}-benzenesulfonamide hydrochloride). RXN SMILES: [CH2:1]([NH:8][C:9]1[N:13]([CH3:14])[C:12]2[CH:15]=[CH:16][C:17]([N:19]([C:21]3[CH:26]=[CH:25][N:24]=[C:23]([Cl:27])[N:22]=3)[CH3:20])=[CH:18][C:11]=2[N:10]=1)[C:2]1[CH:7]=[CH:6][CH:5]=[CH:4][CH:3]=1.[NH2:28][C:29]1[CH:30]=[C:31]([S:35]([NH2:38])(=[O:37])=[O:36])[CH:32]=[CH:33][CH:34]=1>>[ClH:27].[CH2:1]([NH:8][C:9]1[N:13]([CH3:14])[C:12]2[CH:15]=[CH:16][C:17]([N:19]([CH3:20])[C:21]3[CH:26]=[CH:25][N:24]=[C:23]([NH:28][C:29]4[CH:30]=[C:31]([S:35]([NH2:38])(=[O:36])=[O:37])[CH:32]=[CH:33][CH:34]=4)[N:22]=3)=[CH:18][C:11]=2[N:10]=1)[C:2]1[CH:7]=[CH:6][CH:5]=[CH:4][CH:3]=1 |f:2.3|. Reported procedure: The title compound was prepared following the procedure of Example 1 with N2-benzyl-N5-(2-chloropyrimidin-4-yl)-N5,1-dimethyl-1H-benzimidazole-2,5-diamine (95 mg, 0.25 mmol) and 3-amino-benzenesulfonamide (43 mg, 0.25 mmol) as a light pink solid (112 mg, 82%). 1H NMR (300 MHz, d6-DMSO+NaHCO3) δ 10.03 (br s, 2H), 9.55 (br s, 1H), 8.48 (s, 1H), 7.89 (d, J=6.3 Hz, 1H), 7.74 (m, 1H), 7.59 (d, J=8.7 Hz, 1H), 7.51 (m, 2H), 7.22-7.41 (m, 8H), 5.76 (d, J=6.3 Hz, 1H), 4.76 (d, J=5.7 Hz, 2H), 3.763 (s, 3H... Starting materials: ClC=1C=C(CN2C(C3=C(C(N4C(=C3CC2)C(N(CCCC4)CCOCC4=CC=CC=C4)=O)=O)OC)=O)C=CC1F (11-(3-chloro-4-fluorobenzyl)-9-methoxy-2-[2-(benzyloxy)ethyl]-3,4,5,6,12,13-hexahydro-2H[1,4]diazocino[2,1-a]-2,6-naphthyridine-1,8,10(1H)-trione), [H][H] (hydrogen). Reagents/catalysts: [Rh] (rhodium on carbon). Solvent: C(C)(=O)OCC (ethyl acetate). Yields the product ClC=1C=C(CN2C(C3=C(C(N4C(=C3CC2)C(N(CCCC4)CCO)=O)=O)OC)=O)C=CC1F (11-(3-Chloro-4-fluorobenzyl)-9-methoxy-2-(2-hydroxyethyl)-3,4,5,6,12,13-hexahydro-2H[1,4]diazocino[2,1-a]-2,6-naphthyridine-1,8,10(11H)-trione). As a reaction SMILES: [Cl:1][C:2]1[CH:3]=[C:4]([CH:37]=[CH:38][C:39]=1[F:40])[CH2:5][N:6]1[CH2:15][CH2:14][C:13]2[C:8](=[C:9]([O:34][CH3:35])[C:10](=[O:33])[N:11]3[CH2:21][CH2:20][CH2:19][CH2:18][N:17]([CH2:22][CH2:23][O:24]CC4C=CC=CC=4)[C:16](=[O:32])[C:12]3=2)[C:7]1=[O:36].[H][H]>C(OCC)(=O)C.[Rh]>[Cl:1][C:2]1[CH:3]=[C:4]([CH:37]=[CH:38][C:39]=1[F:40])[CH2:5][N:6]1[CH2:15][CH2:14][C:13]2[C:8](=[C:9]([O:34][CH3:35])[C:10](=[O:33])[N:11]3[CH2:21][CH2:20][CH2:19][CH2:18][N:17]([CH2:22][CH2:23][OH:24])[C:16](=[O:32])[C:12]3=2)[C:7]1=[O:36]. Procedure: A mixture of 11-(3-chloro-4-fluorobenzyl)-9-methoxy-2-[2-(benzyloxy)ethyl]-3,4,5,6,12,13-hexahydro-2H[1,4]diazocino[2,1-a]-2,6-naphthyridine-1,8,10(1H)-trione (0.55 g, 0.97 mmol) and 5% rhodium on carbon (1.10 g) in ethyl acetate (22 mL) was stirred under a balloon of hydrogen at room temperature overnight. The product mixture was filtered through a pad of Celite. The filtrate was concentrated under vacuum to afford the title compound. This material was used in the following reaction without fur...